describe an organic reaction: reactants, conditions, products, and yield From a dataset of the Open Reaction Database (ORD), a public repository of structured organic reaction records. As a reaction SMILES: [C:1]([C:3]1[CH:8]=[CH:7][C:6]([N:9]2[CH2:14][CH2:13][N:12]([CH2:15][C:16]([O:18]C)=[O:17])[CH2:11][CH2:10]2)=[CH:5][CH:4]=1)#[N:2].[OH-].[Li+].[Cl-].[NH4+]>O1CCCC1>[C:16]([CH2:15][N:12]1[CH2:13][CH2:14][N:9]([C:6]2[CH:7]=[CH:8][C:3]([C:1]#[N:2])=[CH:4][CH:5]=2)[CH2:10][CH2:11]1)([OH:18])=[O:17] |f:1.2,3.4|. Run at time 3 hour. Product: C(=O)(O)CN1CCN(CC1)C1=CC=C(C=C1)C#N (1-(Carboxymethyl)-4-(4-cyanophenyl)-piperazine). Procedure: To 3 g of 1-(4-cyanophenyl)-4-(methoxycarbonylmethyl)-piperazine in 46 ml of tetrahydrofuran 58 ml of a 1 molar aqueous lithium hydroxide solution are added, at ambient temperature and with stirring, and the reaction solution is left to stand for 3 hours at ambient temperature. Then 3.2 g of ammonium chloride are added and the tetrahydrofuran is distilled off under reduced pressure. The precipitate is suction filtered, washed with water and dried. Yield: 2.2 g (77% of theory), Melting point: ove... Run in O1CCCC1 (tetrahydrofuran). Reactants: C(#N)C1=CC=C(C=C1)N1CCN(CC1)CC(=O)OC (1-(4-cyanophenyl)-4-(methoxycarbonylmethyl)-piperazine), [OH-].[Li+] (lithium hydroxide), [Cl-].[NH4+] (ammonium chloride).